From a dataset of the Open Reaction Database (ORD), a public repository of structured organic reaction records. describe an organic reaction: reactants, conditions, products, and yield Starting materials: BrC=1N=C(NC1Br)CC (4,5-dibromo-2-ethylimidazole), C(=O)([O-])[O-].[K+].[K+] (K2CO3), N1C=NC=C1 (imidazole), ClCOCC1=CC=CC=C1 (benzyl chloromethyl ether). Run in CN(C)C=O (DMF), CCOC(=O)C.CCCCCC (EtOAc hexane). Run at time 20 hour. The product is C(C1=CC=CC=C1)OCN1C(=NC(=C1Br)Br)CC (1-[(Benzyloxy)methyl]4,5-dibromo-2-ethylimidazole). Yield: 85.0%. RXN SMILES: [Br:1][C:2]1[N:3]=[C:4]([CH2:8][CH3:9])[NH:5][C:6]=1[Br:7].C([O-])([O-])=O.[K+].[K+].Cl[CH2:17][O:18][CH2:19][C:20]1[CH:25]=[CH:24][CH:23]=[CH:22][CH:21]=1.N1C=CN=C1>CN(C=O)C.CCOC(C)=O.CCCCCC>[CH2:19]([O:18][CH2:17][N:3]1[C:2]([Br:1])=[C:6]([Br:7])[N:5]=[C:4]1[CH2:8][CH3:9])[C:20]1[CH:25]=[CH:24][CH:23]=[CH:22][CH:21]=1 |f:1.2.3,7.8|. Procedure details: To a mechanically stirred solution of 4,5-dibromo-2-ethylimidazole (25.4 g, 0.1 mole,) in anhydrous DMF (250 mL) was treated with K2CO3 (69.1 g, fw=138.2, 0.5 moles, 5 equiv.) followed by dropwise addition of benzyl chloromethyl ether (18.5 g, 0.11 moles, 93% pure, TCI, fw=156.61) and stirred overnight at room temp under nitrogen for 20 h. TLC (30:70 EtOAc/hexane) revealed absence of starting material imidazole (Rf=0.2) along with formation of product (Rf=0.71). The reaction mixture was filtered... The reactants are C(C)(C)(C)OC(C1=CN=C(C(=C1)Cl)Cl)=O (5,6-dichloronicotinic acid tert.-butyl ester), Fe(acac)3, CN1CCCC1=O (NMP), C[Mg]Cl (methylmagnesium chloride), C[Mg]Br (methylmagnesium bromide). The solvent is C1CCOC1 (THF), C1CCOC1 (THF), C1CCOC1 (THF). Run at temperature 0 celsius, time 1 hour. Yields the product C(C)(C)(C)OC(C1=CN=C(C(=C1)Cl)C)=O (5-chloro-6-methyl-nicotinic acid tert.-butyl ester). Yield: 150.5%. As a reaction SMILES: [C:1]([O:5][C:6](=[O:15])[C:7]1[CH:12]=[C:11]([Cl:13])[C:10](Cl)=[N:9][CH:8]=1)([CH3:4])([CH3:3])[CH3:2].[CH3:16]N1C(=O)CCC1.C[Mg]Cl.C[Mg]Br>C1COCC1>[C:1]([O:5][C:6](=[O:15])[C:7]1[CH:12]=[C:11]([Cl:13])[C:10]([CH3:16])=[N:9][CH:8]=1)([CH3:4])([CH3:3])[CH3:2]. Procedure: To a solution of 5,6-dichloronicotinic acid tert.-butyl ester (3.37 g, 13.6 mmol), Fe(acac)3 (719 mg, 2.04 mmol) and NMP (1.95 mL, 20 mmol) in THF (300 mL), a solution of methylmagnesium chloride in THF (3 M, 5.4 mL, 16.3 mmol) is slowly added at −78° C. The brown solution turns turbid and black. Stirring is continued for 1 h at −75° C. before it is warmed to 0° C. The reaction is incomplete and the mixture is cooled again at −70° C. A further batch of methylmagnesium bromide in THF (3 M, 5.4 mL... Solvent: C(C)O (ethanol). The product is C(C)(=O)OC[C@@H]1[C@H]([C@@H]([C@H](CC1)O[C@H](C)C1=CC(=CC(=C1)C(F)(F)F)C(F)(F)F)C1=CC=C(C=C1)F)CN ([(1S,2R,3R,4S)-2-(aminomethyl)-4-{(1R)-1-[3,5-bis(trifluoromethyl)phenyl]ethoxy}-3-(4-fluorophenyl)cyclohexyl]methyl acetate). Procedure: To a solution of the crude oil from Step M in 50 mL ethanol was added 0.2 g (20% by weight) of 10% Pd(OH)2—C. The mixture was hydrogenated at 50 PSi for 16 hr at room temperature. The catalyst was filtered through a filter aid pad. The solvent of the filtrate was removed under vacuum to give the title compound (0.35 g). 1H-NMR (CDCl3) δ: 7.70 (1H, s), 7.23 (2H, m), 7.21 (2H, s), 6.98 (2H, m), 4.48 (1H, q, J=6.5 Hz), 4.15 (2H, m), 3.27 (1H, m), 2.86 (2H, m), 2.53 (1H, d, J=11.0 Hz), 2.36 (1H, m),... Reagents/catalysts: [OH-].[OH-].[Pd+2] (Pd(OH)2). RXN SMILES: [C:1]([O:4][CH2:5][C@H:6]1[CH2:11][CH2:10][C@H:9]([O:12][C@@H:13]([C:15]2[CH:20]=[C:19]([C:21]([F:24])([F:23])[F:22])[CH:18]=[C:17]([C:25]([F:28])([F:27])[F:26])[CH:16]=2)[CH3:14])[C@@H:8]([C:29]2[CH:34]=[CH:33][C:32]([F:35])=[CH:31][CH:30]=2)[C@@H:7]1[CH2:36][NH:37]CC1C=CC=CC=1)(=[O:3])[CH3:2]>C(O)C.[OH-].[OH-].[Pd+2]>[C:1]([O:4][CH2:5][C@H:6]1[CH2:11][CH2:10][C@H:9]([O:12][C@@H:13]([C:15]2[CH:20]=[C:19]([C:21]([F:24])([F:23])[F:22])[CH:18]=[C:17]([C:25]([F:26])([F:27])[F:28])[CH:16]=2)[CH3:14])[C@@H:8]([C:29]2[CH:30]=[CH:31][C:32]([F:35])=[CH:33][CH:34]=2)[C@@H:7]1[CH2:36][NH2:37])(=[O:3])[CH3:2] |f:2.3.4|. Reactants: C(C)(=O)OC[C@@H]1[C@H]([C@@H]([C@H](CC1)O[C@H](C)C1=CC(=CC(=C1)C(F)(F)F)C(F)(F)F)C1=CC=C(C=C1)F)CNCC1=CC=CC=C1 ([(1S,2R,3R,4S)-2-[(benzylamino)methyl]-4-{(1R)-1-[3,5-bis(trifluoromethyl)phenyl]ethoxy}-3-(4-fluorophenyl)cyclohexyl]methyl acetate). Reaction conditions: time 16 hour. Reactants: Cl.COC1=CC=C(C=C1)NN (4-Methoxy-phenylhydrazine hydrochloride), O.O.O.C(C)(=O)[O-].[Na+] (sodium acetate trihydrate), C(CC(=O)C)(=O)OCC (ethyl acetoacetate). The solvent is C(C)O (ethanol). The product is CC1=NN(C(=O)C1)C2=CC=C(C=C2)OC (PMPMP). Yield: 42.8%. RXN SMILES: Cl.[CH3:2][O:3][C:4]1[CH:9]=[CH:8][C:7]([NH:10][NH2:11])=[CH:6][CH:5]=1.O.O.O.C([O-])(=O)C.[Na+].[C:20](OCC)(=[O:25])[CH2:21][C:22]([CH3:24])=O>C(O)C>[CH3:24][C:22]1[CH2:21][C:20](=[O:25])[N:10]([C:7]2[CH:8]=[CH:9][C:4]([O:3][CH3:2])=[CH:5][CH:6]=2)[N:11]=1 |f:0.1,2.3.4.5.6|. Reported procedure: 4-Methoxy-phenylhydrazine hydrochloride (5.6 g, 32 mmol; product of Aldrich Chem. Co.), sodium acetate trihydrate (5.45 g, 40 mmol; product of Kishida Chemicals) and ethyl acetoacetate (4.16 g, 32 mmol; product of Kishida Chemicals) were dissolved in 40 ml ethanol, and the solution was heated under reflux for two hours to complete the reaction. After cooling, the solvent was distilled off from the reaction mixture under reduced pressure, 40 ml ethanol was added to the residue, and the insoluble ... Reactants: COc1c(CCl)cc(F)cc1OCc1ccccc1, N#C[K], CN(C)C=O, O. Yields the product COc1c(CC#N)cc(F)cc1OCc1ccccc1. As a reaction SMILES: [Cl:1][CH2:2][c:3]1[c:4]([O:18][CH3:19])[c:5]([O:10][CH2:11][c:12]2[cH:13][cH:14][cH:15][cH:16][cH:17]2)[cH:6][c:7]([F:9])[cH:8]1.[K:20][C:21]#[N:22].[O:24]=[CH:25][N:26]([CH3:27])[CH3:28].[OH2:23]>>[CH2:2]([c:3]1[c:4]([O:18][CH3:19])[c:5]([O:10][CH2:11][c:12]2[cH:13][cH:14][cH:15][cH:16][cH:17]2)[cH:6][c:7]([F:9])[cH:8]1)[C:21]#[N:22]. Reactants: O=C([O-])O, COCOCc1cc(=O)c(OCc2ccccc2)c(C(=O)O)o1, CN(C)C=O, CC(C)(C)OC(=O)NCCNCc1ccc(Cl)c(Cl)c1, [Na+], On1nnc2ccccc21. Yields the product COCOCc1cc(=O)c(OCc2ccccc2)c(C(=O)N(CCNC(=O)OC(C)(C)C)Cc2ccc(Cl)c(Cl)c2)o1. As a reaction SMILES: [C:54](=[O:55])([O-:56])[OH:57].[CH2:1]([c:2]1[cH:3][cH:4][cH:5][cH:6][cH:7]1)[O:8][c:9]1[c:10]([C:21](=[O:22])[OH:23])[o:11][c:12]([CH2:16][O:17][CH2:18][O:19][CH3:20])[cH:13][c:14]1=[O:15].[CH3:59][N:60]([CH3:61])[CH:62]=[O:63].[Cl:24][c:25]1[cH:26][c:27]([CH2:28][NH:29][CH2:30][CH2:31][NH:32][C:33]([O:34][C:35]([CH3:36])([CH3:37])[CH3:38])=[O:39])[cH:40][cH:41][c:42]1[Cl:43].[Na+:58].[OH:44][n:45]1[c:46]2[cH:47][cH:48][cH:49][cH:50][c:51]2[n:52][n:53]1>>[CH2:1]([c:2]1[cH:3][cH:4][cH:5][cH:6][cH:7]1)[O:8][c:9]1[c:10]([C:21](=[O:23])[N:29]([CH2:28][c:27]2[cH:26][c:25]([Cl:24])[c:42]([Cl:43])[cH:41][cH:40]2)[CH2:30][CH2:31][NH:32][C:33]([O:34][C:35]([CH3:36])([CH3:37])[CH3:38])=[O:39])[o:11][c:12]([CH2:16][O:17][CH2:18][O:19][CH3:20])[cH:13][c:14]1=[O:15]. Reactants: Cl.NC=1C=C2C(=NC=NC2=CC1)NC1=CC(=C(C=C1)F)Cl (6-amino-4-(3'-chloro-4'-fluoroanilino)quinazoline hydrochloride), COC(COC)OC (2-methoxyacetaldehyde dimethyl acetal). RXN SMILES: Cl.[NH2:2][C:3]1[CH:4]=[C:5]2[C:10](=[CH:11][CH:12]=1)[N:9]=[CH:8][N:7]=[C:6]2[NH:13][C:14]1[CH:19]=[CH:18][C:17]([F:20])=[C:16]([Cl:21])[CH:15]=1.[CH3:22][O:23][CH:24](OC)[CH2:25]OC>>[Cl:21][C:16]1[CH:15]=[C:14]([CH:19]=[CH:18][C:17]=1[F:20])[NH:13][C:6]1[C:5]2[C:10](=[CH:11][CH:12]=[C:3]([NH:2][CH2:25][CH2:24][O:23][CH3:22])[CH:4]=2)[N:9]=[CH:8][N:7]=1 |f:0.1|. Product: ClC=1C=C(NC2=NC=NC3=CC=C(C=C23)NCCOC)C=CC1F (4-(3'-chloro-4'-fluoroanilino)-6-(2-methoxyethylamino)quinazoline). Isolated yield 8.0%. Reported procedure: Using an analogous reductive amination procedure to that described in Example 1, 6-amino-4-(3'-chloro-4'-fluoroanilino)quinazoline hydrochloride was reacted with 2-methoxyacetaldehyde dimethyl acetal to give 4-(3'-chloro-4'-fluoroanilino)-6-(2-methoxyethylamino)quinazoline in 8% yield, m.p. 152-154° C.; NMR Spectrum: 3.32 (s, 3H), 3.4 (t, 2H), 3.62 (t, 2H), 6.25 (t, -1H), 7.2 (d, 1H), 7.3 (m, 1H), 7.43 (t, 1H), 7.55 (d, 1H), 7.82 (m, 1H), 8.13 (m, 1H), 8.41 (s, 1H), 9.5 (s, 1H); Elemental Analys...